From a dataset of the Open Reaction Database (ORD), a public repository of structured organic reaction records. describe an organic reaction: reactants, conditions, products, and yield Reactants: Br, ClCCl, CC(OC(=O)NC1N=C(c2ccccc2)c2ccccc2N(CC(=O)N2CCCC2)C1=O)c1ccccc1. The product is Br, NC1N=C(c2ccccc2)c2ccccc2N(CC(=O)N2CCCC2)C1=O. As a reaction SMILES: [BrH:39].[CH2:40]([Cl:41])[Cl:42].[N:1]1([C:6](=[O:7])[CH2:8][N:9]2[C:10](=[O:38])[CH:11]([NH:26][C:27]([O:28][CH:29]([CH3:30])[c:31]3[cH:32][cH:33][cH:34][cH:35][cH:36]3)=[O:37])[N:12]=[C:13]([c:20]3[cH:21][cH:22][cH:23][cH:24][cH:25]3)[c:14]3[c:15]2[cH:16][cH:17][cH:18][cH:19]3)[CH2:2][CH2:3][CH2:4][CH2:5]1>>[BrH:39].[N:1]1([C:6](=[O:7])[CH2:8][N:9]2[C:10](=[O:38])[CH:11]([NH2:26])[N:12]=[C:13]([c:20]3[cH:21][cH:22][cH:23][cH:24][cH:25]3)[c:14]3[c:15]2[cH:16][cH:17][cH:18][cH:19]3)[CH2:2][CH2:3][CH2:4][CH2:5]1.